This data is from the Open Reaction Database (ORD), a public repository of structured organic reaction records. The task is: describe an organic reaction: reactants, conditions, products, and yield Starting materials: O1CCC(CC1)CO ((tetrahydro-pyran-4-yl)-methanol), CC(C)(C)[O-].[K+] (KOtBu), C(C)(C)(C)OC(=O)N1CCC(CC1)C1=NC=NC2=CC(=CC=C12)F (4-(7-fluoro-quinazolin-4-yl)-piperidine-1-carboxylic acid tert-butyl ester). Run in CS(=O)C (DMSO), O (water). Reaction conditions: temperature 80 celsius, time 1 hour. The product is N1CCC(CC1)C1=NC=NC2=CC(=CC=C12)OCC1CCOCC1 (4-Piperidin-4-yl-7-(tetrahydro-pyran-4-ylmethoxy)-quinazoline). Reaction SMILES: [O:1]1[CH2:6][CH2:5][CH:4]([CH2:7][OH:8])[CH2:3][CH2:2]1.CC([O-])(C)C.[K+].C(OC([N:22]1[CH2:27][CH2:26][CH:25]([C:28]2[C:37]3[C:32](=[CH:33][C:34](F)=[CH:35][CH:36]=3)[N:31]=[CH:30][N:29]=2)[CH2:24][CH2:23]1)=O)(C)(C)C>CS(C)=O.O>[NH:22]1[CH2:23][CH2:24][CH:25]([C:28]2[C:37]3[C:32](=[CH:33][C:34]([O:8][CH2:7][CH:4]4[CH2:5][CH2:6][O:1][CH2:2][CH2:3]4)=[CH:35][CH:36]=3)[N:31]=[CH:30][N:29]=2)[CH2:26][CH2:27]1 |f:1.2|. Procedure: A mixture of (tetrahydro-pyran-4-yl)-methanol (0.2 mmol), KOtBu (0.2 mmol) and 4-(7-fluoro-quinazolin-4-yl)-piperidine-1-carboxylic acid tert-butyl ester (0.1 mmol), prepared as described in Example 12b, in DMSO (1 mL), was stirred at 80° C. for 1 h. It was then diluted with water and extracted with DCM. The combined extracts were washed with water, brine, dried with MgSO4, filtered, and concentrated in vacuo. The crude product was then treated with 3M HCl/MeOH (2 mL) and stirred at rt for 2 h a... Starting materials: C1(=CC=CC=C1)C(OC1CCN(CC1)CCCNC=1C=CC=2N(N1)C=C(N2)C(C(=O)O)(C)C)C2=CC=CC=C2 (2-[6-[3-[4-(diphenylmethoxy) piperidino]propylamino]imidazo[1,2-b]pyridazin-2-yl]-2-methylpropionic acid), aqueous solution, [OH-].[Na+] (sodium hydroxide). Run in CO (methanol), CC(C)O (2-propanol). Reaction conditions: time 5 minute. Product: C1(=CC=CC=C1)C(OC1CCN(CC1)CCCNC=1C=CC=2N(N1)C=C(N2)C(C(=O)[O-])(C)C)C2=CC=CC=C2.[Na+] (sodium 2-[6-[3-[4-(diphenylmethoxy) piperidino]propylamino]imidazo[1,2-b]pyridazin-2-yl]-2-methylpropionate). As a reaction SMILES: [C:1]1([CH:7]([C:34]2[CH:39]=[CH:38][CH:37]=[CH:36][CH:35]=2)[O:8][CH:9]2[CH2:14][CH2:13][N:12]([CH2:15][CH2:16][CH2:17][NH:18][C:19]3[CH:20]=[CH:21][C:22]4[N:23]([CH:25]=[C:26]([C:28]([CH3:33])([CH3:32])[C:29]([OH:31])=[O:30])[N:27]=4)[N:24]=3)[CH2:11][CH2:10]2)[CH:6]=[CH:5][CH:4]=[CH:3][CH:2]=1.[OH-].[Na+:41]>CO.CC(O)C>[C:34]1([CH:7]([C:1]2[CH:6]=[CH:5][CH:4]=[CH:3][CH:2]=2)[O:8][CH:9]2[CH2:10][CH2:11][N:12]([CH2:15][CH2:16][CH2:17][NH:18][C:19]3[CH:20]=[CH:21][C:22]4[N:23]([CH:25]=[C:26]([C:28]([CH3:33])([CH3:32])[C:29]([O-:31])=[O:30])[N:27]=4)[N:24]=3)[CH2:13][CH2:14]2)[CH:39]=[CH:38][CH:37]=[CH:36][CH:35]=1.[Na+:41] |f:1.2,5.6|. Procedure details: To a solution of 2-[6-[3-[4-(diphenylmethoxy) piperidino]propylamino]imidazo[1,2-b]pyridazin-2-yl]-2-methylpropionic acid (528 mg) in methanol (2 ml), a 2 N aqueous solution of sodium hydroxide (0.47 ml) was added, followed by stirring at room temperature for 5 minutes. This solution was diluted with 2-propanol and concentrated under reduced pressure; the residue was dissolved in 2-propanol and again concentrated under reduced pressure. To this residue, 2-propanol and ethyl ether were added; the... Reactants: Cc1c(Br)sc2ccc(F)cc12, O=C([O-])[O-], CCC(CC)c1cc(C)nn2cc(C(F)(F)F)nc12, CN1CCCC1=O, [Cs+], [Cs+], O=C(C=Cc1ccccc1)C=Cc1ccccc1, O=C(C=Cc1ccccc1)C=Cc1ccccc1, O=C(C=Cc1ccccc1)C=Cc1ccccc1, O, [Pd], [Pd], c1ccc(P(c2ccccc2)c2ccccc2)cc1. Product: CCC(CC)c1cc(C)nn2c(-c3sc4ccc(F)cc4c3C)c(C(F)(F)F)nc12. Reaction SMILES: [Br:20][c:21]1[c:22]([CH3:31])[c:23]2[c:24]([s:25]1)[cH:26][cH:27][c:28]([F:30])[cH:29]2.[C:32](=[O:33])([O-:34])[O-:35].[CH2:1]([CH3:2])[CH:3]([CH2:4][CH3:5])[c:6]1[c:7]2[n:8]([n:9][c:10]([CH3:12])[cH:11]1)[cH:13][c:14]([C:16]([F:17])([F:18])[F:19])[n:15]2.[CH3:57][N:58]1[CH2:59][CH2:60][CH2:61][C:62]1=[O:63].[Cs+:36].[Cs+:37].[O:103]=[C:104]([CH:105]=[CH:106][c:107]1[cH:108][cH:109][cH:110][cH:111][cH:112]1)[CH:113]=[CH:114][c:115]1[cH:116][cH:117][cH:118][cH:119][cH:120]1.[O:67]=[C:68]([CH:69]=[CH:70][c:71]1[cH:72][cH:73][cH:74][cH:75][cH:76]1)[CH:77]=[CH:78][c:79]1[cH:80][cH:81][cH:82][cH:83][cH:84]1.[O:85]=[C:86]([CH:87]=[CH:88][c:89]1[cH:90][cH:91][cH:92][cH:93][cH:94]1)[CH:95]=[CH:96][c:97]1[cH:98][cH:99][cH:100][cH:101][cH:102]1.[OH2:64].[Pd:65].[Pd:66].[c:38]1([P:39]([c:40]2[cH:41][cH:42][cH:43][cH:44][cH:45]2)[c:46]2[cH:47][cH:48][cH:49][cH:50][cH:51]2)[cH:52][cH:53][cH:54][cH:55][cH:56]1>>[CH2:1]([CH3:2])[CH:3]([CH2:4][CH3:5])[c:6]1[c:7]2[n:8]([n:9][c:10]([CH3:12])[cH:11]1)[c:13](-[c:21]1[c:22]([CH3:31])[c:23]3[c:24]([s:25]1)[cH:26][cH:27][c:28]([F:30])[cH:29]3)[c:14]([C:16]([F:17])([F:18])[F:19])[n:15]2. The reactants are CC(C)(C)C(=O)Nc1cnccc1-c1cccc2cc(-c3nc(NCCN4CCNC4=O)ncc3F)sc12, O, O=S(=O)(O)O. Product: Nc1cnccc1-c1cccc2cc(-c3nc(NCCN4CCNC4=O)ncc3F)sc12. RXN SMILES: [F:1][c:2]1[c:3](-[c:17]2[cH:18][c:19]3[c:20]([s:21]2)[c:22](-[c:26]2[c:27]([NH:32][C:33](=[O:34])[C:35]([CH3:36])([CH3:37])[CH3:38])[cH:28][n:29][cH:30][cH:31]2)[cH:23][cH:24][cH:25]3)[n:4][c:5]([NH:8][CH2:9][CH2:10][N:11]2[C:12](=[O:16])[NH:13][CH2:14][CH2:15]2)[n:6][cH:7]1.[OH2:44].[S:39](=[O:40])(=[O:41])([OH:42])[OH:43]>>[F:1][c:2]1[c:3](-[c:17]2[cH:18][c:19]3[c:20]([s:21]2)[c:22](-[c:26]2[c:27]([NH2:32])[cH:28][n:29][cH:30][cH:31]2)[cH:23][cH:24][cH:25]3)[n:4][c:5]([NH:8][CH2:9][CH2:10][N:11]2[C:12](=[O:16])[NH:13][CH2:14][CH2:15]2)[n:6][cH:7]1. Starting materials: S(=O)(=O)([O-])[O-].[Mg+2] (magnesium sulfate), C(C)(=O)OC1=CC=C(C=C1)[N+](=O)[O-] (4-nitrophenyl acetate), NCCC1CCCC2=CC=C(C=C12)NC=O (1-(2-aminoethyl)-7-formylamino1,2,3,4-tetrahydronaphthalene), [H-].[Al+3].[Li+].[H-].[H-].[H-] (lithium aluminum hydride). Solvent: C(C)(=O)OCC (ethyl acetate), O (water), C1CCOC1 (THF), O (water). Conditions: time 20 minute. The product is C(C)(=O)NCCC1CCCC2=CC=C(C=C12)NC (1-[2-(Acetylamino)ethyl]-1,2,3,4-tetrahydro-7-(N-methylamino)naphthalene). Isolated yield 60.8%. RXN SMILES: [NH2:1][CH2:2][CH2:3][CH:4]1[C:13]2[C:8](=[CH:9][CH:10]=[C:11]([NH:14][CH:15]=O)[CH:12]=2)[CH2:7][CH2:6][CH2:5]1.[H-].[Al+3].[Li+].[H-].[H-].[H-].S([O-])([O-])(=O)=O.[Mg+2].[C:29](OC1C=CC([N+]([O-])=O)=CC=1)(=[O:31])[CH3:30]>C1COCC1.O.C(OCC)(=O)C>[C:29]([NH:1][CH2:2][CH2:3][CH:4]1[C:13]2[C:8](=[CH:9][CH:10]=[C:11]([NH:14][CH3:15])[CH:12]=2)[CH2:7][CH2:6][CH2:5]1)(=[O:31])[CH3:30] |f:1.2.3.4.5.6,7.8|. Procedure: To a solution of 1-(2-aminoethyl)-7-formylamino1,2,3,4-tetrahydronaphthalene (1.80 g, 8.25 mmol) in THF (20 ml) was added added, under ice-cooling, lithium aluminum hydride (0.63 g, 16.5 mmol). The mixture was heated for 4 hours under reflux under argon atmosphere. The reaction mixture was cooled with ice, to which was added water (0.9 ml), followed by further addition of ethyl acetate, anhydrous magnesium sulfate and celite, successively. The mixture was subjected to filtration, and the filtrat...